This data is from the Open Reaction Database (ORD), a public repository of structured organic reaction records. The task is: describe an organic reaction: reactants, conditions, products, and yield Starting materials: ClC1=NC(=NC=C1OC1=C(C=C(C=C1)F)F)S(=O)(=O)C (4-chloro-5-(2,4-difluorophenoxy)-2-methylsulfonylpyrimidine), CN1C(C=2CCCCC2C(=C1)B1OC(C(O1)(C)C)(C)C)=O (2-methyl-4-(4,4,5,5-tetramethyl-1,3,2-dioxaborolan-2-yl)-5,6,7,8-tetrahydroisoquinolin-1-one), CS(=O)(=O)N (MeSO2NH2). The product is FC1=C(OC=2C(=NC(=NC2)NS(=O)(=O)C)C2=CN(C(C=3CCCCC23)=O)C)C=CC(=C1)F (N-[5-(2,4-difluorophenoxy)-4-(2-methyl-1-oxo-5,6,7,8-tetrahydroisoquinolin-4-yl)pyrimidin-2-yl]methanesulfonamide). As a reaction SMILES: Cl[C:2]1[C:7]([O:8][C:9]2[CH:14]=[CH:13][C:12]([F:15])=[CH:11][C:10]=2[F:16])=[CH:6][N:5]=[C:4](S(C)(=O)=O)[N:3]=1.[CH3:21][N:22]1[CH:31]=[C:30](B2OC(C)(C)C(C)(C)O2)[C:29]2[CH2:28][CH2:27][CH2:26][CH2:25][C:24]=2[C:23]1=[O:41].[CH3:42][S:43]([NH2:46])(=[O:45])=[O:44]>>[F:16][C:10]1[CH:11]=[C:12]([F:15])[CH:13]=[CH:14][C:9]=1[O:8][C:7]1[C:2]([C:30]2[C:29]3[CH2:28][CH2:27][CH2:26][CH2:25][C:24]=3[C:23](=[O:41])[N:22]([CH3:21])[CH:31]=2)=[N:3][C:4]([NH:46][S:43]([CH3:42])(=[O:45])=[O:44])=[N:5][CH:6]=1. Reported procedure: The title compound of Example 149, step 3 was reacted with the title compound of Example 163, step 3 in a manner similar to Example 163, step 4 and the resulting product was treated with MeSO2NH2 in a manner similar to Example 163, step 5 to give the title compound. 1H NMR (DMSO-d6, 400 MHz): δ 8.16 (s, 1H), 7.46 (s, 1H), 7.25-7.20 (m, 1H), 6.90-6.84 (m, 2H), 3.34 (s, 3H), 2.80 (s, 3H), 2.41-2.29 (m, 4H), 1.60-1.48 (m, 4H). LCMS: 463.1 (M+H)+ Reactants: CC=1C(=C(C=CC1F)S(=O)(=O)Cl)C1CN(C1)C(C(F)(F)F)=O (methyl 4-fluoro-2-[1-(2,2,2-trifluoroacetyl)azetidin-3-yl]benzenesulfonyl chloride), CC=1C(=C(C=CC1F)S(=O)(=O)Cl)C1CN(C1)C(C(F)(F)F)=O (methyl 4-fluoro-2-[1-(2,2,2-trifluoroacetyl)azetidin-3-yl]benzenesulfonyl chloride), NC1=CC=C2C3C(COC2=C1C(=O)OC)C3 (Methyl (1aRS,7bSR)-5-amino-1,1a,2,7b-tetrahydrocyclopropa[c]chromene-4-carboxylate), NC1=CC=C2C3C(COC2=C1C(=O)OC)C3 (Methyl (1aRS,7bSR)-5-amino-1,1a,2,7b-tetrahydrocyclopropa[c]chromene-4-carboxylate). Run in N1=CC=CC=C1 (pyridine), C(Cl)Cl (DCM), C(Cl)Cl (DCM). Reaction conditions: time 18 hour. Yields the product FC1=CC(=C(C=C1)S(=O)(=O)NC1=CC=C2C3C(COC2=C1C(=O)OC)C3)C3CN(C3)C(C(F)(F)F)=O (methyl (1aRS,7bSR)-5-{4-fluoro-2-[1-(2,2,2-trifluoro-acetyl)azetidin-3-yl]benzenesulfonylamino}-1,1a,2,7b-tetrahydrocyclopropa-[c]chromene-4-carboxylate). Isolated yield 104.2%. Reaction SMILES: C[C:2]1[C:3]([CH:13]2[CH2:16][N:15]([C:17](=[O:22])[C:18]([F:21])([F:20])[F:19])[CH2:14]2)=[C:4]([S:9](Cl)(=[O:11])=[O:10])[CH:5]=[CH:6][C:7]=1[F:8].[NH2:23][C:24]1[C:33]([C:34]([O:36][CH3:37])=[O:35])=[C:32]2[C:27]([CH:28]3[CH2:38][CH:29]3[CH2:30][O:31]2)=[CH:26][CH:25]=1>N1C=CC=CC=1.C(Cl)Cl>[F:8][C:7]1[CH:6]=[CH:5][C:4]([S:9]([NH:23][C:24]2[C:33]([C:34]([O:36][CH3:37])=[O:35])=[C:32]3[C:27]([CH:28]4[CH2:38][CH:29]4[CH2:30][O:31]3)=[CH:26][CH:25]=2)(=[O:10])=[O:11])=[C:3]([CH:13]2[CH2:14][N:15]([C:17](=[O:22])[C:18]([F:20])([F:19])[F:21])[CH2:16]2)[CH:2]=1. Procedure: A solution of methyl 4-fluoro-2-[1-(2,2,2-trifluoroacetyl)azetidin-3-yl]benzenesulfonyl chloride (Intermediate 89, 0.192 g) and methyl (1aRS,7bSR)-5-amino-1,1a,2,7b-tetrahydrocyclopropa-[c]chromene-4-carboxylate (Intermediate 42, 0.122 g) in pyridine (1 mL) and DCM (3 mL) was left to stand at room temperature for 18 hours. The mixture was diluted with DCM, washed with 1M hydrochloric acid and filtered through a phase separator. The filtrate was concentrated in vacuo and the residue was purified ...